Dataset: the Open Reaction Database (ORD), a public repository of structured organic reaction records. Task: describe an organic reaction: reactants, conditions, products, and yield Reactants: OC(C[C@@]1(CCN(C(O1)=O)[C@@H](C)C1=CC=C(C=C1)C1CCNCC1)C1=CC=CC=C1)(C)C ((S)-6-(2-hydroxy-2-methyl-propyl)-6-phenyl-3-[(S)-1-(4-piperidin-4-yl-phenyl)-ethyl]-[1,3]oxazinan-2-one), CN (MeNH2), C(=O)([O-])[O-].[K+].[K+] (K2CO3), ClC(=O)OC1=CC=C(C=C1)[N+](=O)[O-] (4-nitrophenyl chloroformate), N (ammonia). The solvent is CCN(CC)CC (NEt3), C(C)#N (acetonitrile). Run at time 8 hour. Yields the product CNC(=O)N1CCC(CC1)C1=CC=C(C=C1)[C@H](C)N1C(O[C@](CC1)(C1=CC=CC=C1)CC(C)(C)O)=O (4-(4-{(S)-1-[(S)-6-(2-Hydroxy-2-methyl-propyl)-2-oxo-6-phenyl-[1,3]oxazinan-3-yl]-ethyl}-phenyl)-piperidine-1-carboxylic acid methylamide). As a reaction SMILES: CN.[C:3]([O-:6])([O-])=O.[K+].[K+].ClC(OC1C=C[C:16]([N+:19]([O-])=O)=CC=1)=O.[OH:22][C:23]([CH3:53])([CH3:52])[CH2:24][C@@:25]1([C:46]2[CH:51]=[CH:50][CH:49]=[CH:48][CH:47]=2)[O:30][C:29](=[O:31])[N:28]([C@H:32]([C:34]2[CH:39]=[CH:38][C:37]([CH:40]3[CH2:45][CH2:44][NH:43][CH2:42][CH2:41]3)=[CH:36][CH:35]=2)[CH3:33])[CH2:27][CH2:26]1.N>C(#N)C.CCN(CC)CC>[CH3:16][NH:19][C:3]([N:43]1[CH2:44][CH2:45][CH:40]([C:37]2[CH:38]=[CH:39][C:34]([C@@H:32]([N:28]3[CH2:27][CH2:26][C@:25]([CH2:24][C:23]([OH:22])([CH3:52])[CH3:53])([C:46]4[CH:51]=[CH:50][CH:49]=[CH:48][CH:47]=4)[O:30][C:29]3=[O:31])[CH3:33])=[CH:35][CH:36]=2)[CH2:41][CH2:42]1)=[O:6] |f:1.2.3|. Procedure: MeNH2*HCl (27 mg) and K2CO3 (93 mg) were added to a solution of 4-nitrophenyl chloroformate (66 mg) in acetonitrile (2 mL) at room temperature. The resulting mixture was stirred at room temperature for 4 h, before (S)-6-(2-hydroxy-2-methyl-propyl)-6-phenyl-3-[(S)-1-(4-piperidin-4-yl-phenyl)-ethyl]-[1,3]oxazinan-2-one (110 mg) and NEt3 (53 μL) were added. The mixture was further stirred at room temperature overnight. Then, diluted aqueous ammonia solution was added and the resulting mixture was f... Reactants: BrC1=CC2=C(OCC3=C(C2=C2CCN(CC2)C)C=CC=C3)C=C1 (4-(2-bromo-6H-dibenz[b,e]oxepin-11-ylidene)-1-methylpiperidine), CN(C)C=O (DMF). Reagents/catalysts: [C-]#N.[C-]#N.[Zn+2] (Zn(CN)2), C=1C=CC(=CC1)/C=C/C(=O)/C=C/C2=CC=CC=C2.C=1C=CC(=CC1)/C=C/C(=O)/C=C/C2=CC=CC=C2.C=1C=CC(=CC1)/C=C/C(=O)/C=C/C2=CC=CC=C2.[Pd].[Pd] (Pd2(dba)3), C1=CC=C(C=C1)P([C-]2C=CC=C2)C3=CC=CC=C3.C1=CC=C(C=C1)P([C-]2C=CC=C2)C3=CC=CC=C3.[Fe+2] (DPPF). Reaction conditions: temperature 80 celsius, time 8 hour. Product: CN1CCC(CC1)=C1C2=C(OCC3=C1C=CC=C3)C=CC(=C2)C#N (11-(1-Methylpiperidin-4-ylidene)-6,11-dihydrodibenz[b,e]oxepin-2-carbonitrile). Yield: 72.0%. As a reaction SMILES: Br[C:2]1[CH:23]=[CH:22][C:5]2[O:6][CH2:7][C:8]3[CH:21]=[CH:20][CH:19]=[CH:18][C:9]=3[C:10](=[C:11]3[CH2:16][CH2:15][N:14]([CH3:17])[CH2:13][CH2:12]3)[C:4]=2[CH:3]=1.[CH3:24][N:25](C=O)C>[C-]#N.[C-]#N.[Zn+2].C1C=CC(/C=C/C(/C=C/C2C=CC=CC=2)=O)=CC=1.C1C=CC(/C=C/C(/C=C/C2C=CC=CC=2)=O)=CC=1.C1C=CC(/C=C/C(/C=C/C2C=CC=CC=2)=O)=CC=1.[Pd].[Pd].C1C=CC(P(C2C=CC=CC=2)[C-]2C=CC=C2)=CC=1.C1C=CC(P(C2C=CC=CC=2)[C-]2C=CC=C2)=CC=1.[Fe+2]>[CH3:17][N:14]1[CH2:13][CH2:12][C:11](=[C:10]2[C:9]3[CH:18]=[CH:19][CH:20]=[CH:21][C:8]=3[CH2:7][O:6][C:5]3[CH:22]=[CH:23][C:2]([C:24]#[N:25])=[CH:3][C:4]2=3)[CH2:16][CH2:15]1 |f:2.3.4,5.6.7.8.9,10.11.12|. Reported procedure: Zn(CN)2 (4.70 g, 40.0 mmol), Pd2(dba)3 (0.23 g, 0.25 mmol), and DPPF (0.30 g, 0.50 mmol) were added to a DMF (100 mL) solution of 4-(2-bromo-6H-dibenz[b,e]oxepin-11-ylidene)-1-methylpiperidine (14.8 g, 40.0 mmol) in an argon atmosphere, and the mixture was stirred overnight at 80° C. Insoluble matters were filtered off, a saturated sodium chloride solution (50 mL) was then added to the filtrate, and the product was extracted with ethyl acetate. The solvent was distilled off under a reduced press... The reactants are O (Water), C1(=CC=CC=C1)NC(NC1=CC=C(C=C1)S(=O)(=O)N1CC(CC2=CC=CC=C12)NC(OC(C)(C)C)=O)=O (tert-butyl 1-(4-(3-phenylureido)phenylsulfonyl)-1,2,3,4-tetrahydroquinolin-3-ylcarbamate), Cl (hydrogen chloride). Run in O1CCOCC1 (1,4-dioxane), O1CCOCC1 (1,4-dioxane). Run at time 20 hour. Yields the product NC1CN(C2=CC=CC=C2C1)S(=O)(=O)C1=CC=C(C=C1)NC(=O)NC1=CC=CC=C1 (1-(4-(3-amino-3,4-dihydroquinolin-1(2H)-ylsulfonyl)phenyl)-3-phenylurea), Cl (HCl). Reaction SMILES: [C:1]1([NH:7][C:8](=[O:37])[NH:9][C:10]2[CH:15]=[CH:14][C:13]([S:16]([N:19]3[C:28]4[C:23](=[CH:24][CH:25]=[CH:26][CH:27]=4)[CH2:22][CH:21]([NH:29]C(=O)OC(C)(C)C)[CH2:20]3)(=[O:18])=[O:17])=[CH:12][CH:11]=2)[CH:6]=[CH:5][CH:4]=[CH:3][CH:2]=1.[ClH:38].O>O1CCOCC1>[NH2:29][CH:21]1[CH2:22][C:23]2[C:28](=[CH:27][CH:26]=[CH:25][CH:24]=2)[N:19]([S:16]([C:13]2[CH:14]=[CH:15][C:10]([NH:9][C:8]([NH:7][C:1]3[CH:6]=[CH:5][CH:4]=[CH:3][CH:2]=3)=[O:37])=[CH:11][CH:12]=2)(=[O:17])=[O:18])[CH2:20]1.[ClH:38]. Reported procedure: To a solution of tert-butyl 1-(4-(3-phenylureido)phenylsulfonyl)-1,2,3,4-tetrahydroquinolin-3-ylcarbamate in 1,4-dioxane (1 mL) was added 4 M hydrogen chloride in 1,4-dioxane (2 mL, 8.0 mmol). The reaction mixture was stirred at room temperature for 20 hours. Water (1.5 mL) was added and the mixture extracted with ethyl acetate (3×1.5 mL). The combined organics were dried over sodium sulfate and concentrated to give 1-(4-(3-amino-3,4-dihydroquinolin-1(2H)-ylsulfonyl)phenyl)-3-phenylurea as its H...